From a dataset of the Open Reaction Database (ORD), a public repository of structured organic reaction records. describe an organic reaction: reactants, conditions, products, and yield Product: COS(=O)(=O)[O-].C[N+]=1N(C(=CC1C1=CC=CC=C1)C1=CC=CC=C1)C (1,2-Dimethyl-3,5-diphenylpyrazolium Methylsulfate). RXN SMILES: [CH3:1][N:2]1[C:6]([C:7]2[CH:12]=[CH:11][CH:10]=[CH:9][CH:8]=2)=[CH:5][C:4]([C:13]2[CH:18]=[CH:17][CH:16]=[CH:15][CH:14]=2)=[N:3]1.[CH3:19][O:20][S:21]([O:24]C)(=[O:23])=[O:22]>C1(C)C(C)=CC=CC=1>[CH3:19][O:20][S:21]([O-:24])(=[O:23])=[O:22].[CH3:1][N+:2]1[N:3]([CH3:19])[C:4]([C:13]2[CH:18]=[CH:17][CH:16]=[CH:15][CH:14]=2)=[CH:5][C:6]=1[C:7]1[CH:12]=[CH:11][CH:10]=[CH:9][CH:8]=1 |f:3.4|. The reactants are CN1N=C(C=C1C1=CC=CC=C1)C1=CC=CC=C1 (1-methyl-3,5-diphenylpyrazole), COS(=O)(=O)OC (dimethylsulfate). Procedure details: 375 Grams (1.6 moles) of 1-methyl-3,5-diphenylpyrazole is dissolved in 1850 ml. of dry xylene and heated to 60° C. 208.13 Grams (1.65 moles) of dimethylsulfate in 150 ml. of dry xylene is then added and the temperature of the reaction mixture raised to 105° C. to 110° C. and maintained there for 7.5 hours. The mixture is allowed to cool and then filtered. A brown solid is recovered, washed with xylene and then dry acetone to give the product in 88% yield, having a melting point of 155° C. to 157... Solvent: C=1(C(=CC=CC1)C)C (xylene), C=1(C(=CC=CC1)C)C (xylene). Yield: 88.0%. Reactants: C(C)(C)(C)OC(=O)N1CCC(CC1)CC1=NOC(=N1)C1=C(C=2C=NC=CC2O1)OCC1=CC=CC=C1 (4-[5-(3-Benzyloxyfuro[3,2-c]pyridin-2-yl)-[1,2,4]oxadiazol-3-ylmethyl]-piperidine-1-carboxylic acid tert-butyl ester). The reagents and catalysts are [Pd] (Pd). Solvent: CCO (EtOH), C(Cl)Cl (CH2Cl2). The product is C(C)(C)(C)OC(=O)N1CCC(CC1)CC1=NOC(=N1)C1=C(C=2C=NC=CC2O1)O (4-[5-(3-Hydroxyfuro[3,2-c]pyridin-2-yl)[1,2,4]oxadiazol-3-ylmethyl]-piperidine-1-carboxylic acid tert-butyl ester). Reaction SMILES: [C:1]([O:5][C:6]([N:8]1[CH2:13][CH2:12][CH:11]([CH2:14][C:15]2[N:19]=[C:18]([C:20]3[O:28][C:27]4[CH:26]=[CH:25][N:24]=[CH:23][C:22]=4[C:21]=3[O:29]CC3C=CC=CC=3)[O:17][N:16]=2)[CH2:10][CH2:9]1)=[O:7])([CH3:4])([CH3:3])[CH3:2]>CCO.C(Cl)Cl.[Pd]>[C:1]([O:5][C:6]([N:8]1[CH2:9][CH2:10][CH:11]([CH2:14][C:15]2[N:19]=[C:18]([C:20]3[O:28][C:27]4[CH:26]=[CH:25][N:24]=[CH:23][C:22]=4[C:21]=3[OH:29])[O:17][N:16]=2)[CH2:12][CH2:13]1)=[O:7])([CH3:4])([CH3:2])[CH3:3]. Procedure: A solution of 4-[5-(3-benzyloxyfuro[3,2-c]pyridin-2-yl)-[1,2,4]oxadiazol-3-ylmethyl]-piperidine-1-carboxylic acid tert-butyl ester (Example 120, 200 mg, 500 μmol) and Pd (10% on C, 10 mg) in EtOH (10 mL) was stirred under a H2 atmosphere for 2.5 h. The mixture was diluted with CH2Cl2, to solubilise the product, before being filtered through celite. The filtrate was concentrated to furnish the title compound: RT=2.87 min; m/z (ES+)=401.1 [M+H]+. Starting materials: FC(C(=O)O)(F)F (trifluoroacetic acid), C(C)(C)(C)OC(=O)N1[C@@H](CCC1)/C=C/C1=CC=C(CN(C2=CC=CC=C2)CC2=CC=C(C=C2)NC(=O)[C@H]2N(CCC2)C(=O)OC(C)(C)C)C=C1 ((S)-tert-butyl 2-(4-(((4-((E)-2-((S)-1-(tert-butoxycarbonyl)pyrrolidin-2-yl)vinyl)benzyl)(phenyl)amino)methyl)phenylcarbamoyl)pyrrolidine-1-carboxylate), resultant solution. Solvent: ClCCl (dichloromethane). Product: C1(=CC=CC=C1)N(CC1=CC=C(C=C1)\C=C\[C@H]1NCCC1)CC1=CC=C(C=C1)NC(=O)[C@H]1NCCC1 ((S)-N-(4-((phenyl(4-((E)-2-((S)-pyrrolidin-2-yl)vinyl)benzyl)amino)methyl)phenyl)pyrrolidine-2-carboxamide). As a reaction SMILES: C(OC([N:8]1[CH2:12][CH2:11][CH2:10][C@H:9]1/[CH:13]=[CH:14]/[C:15]1[CH:50]=[CH:49][C:18]([CH2:19][N:20]([CH2:27][C:28]2[CH:33]=[CH:32][C:31]([NH:34][C:35]([C@@H:37]3[CH2:41][CH2:40][CH2:39][N:38]3C(OC(C)(C)C)=O)=[O:36])=[CH:30][CH:29]=2)[C:21]2[CH:26]=[CH:25][CH:24]=[CH:23][CH:22]=2)=[CH:17][CH:16]=1)=O)(C)(C)C.FC(F)(F)C(O)=O>ClCCl>[C:21]1([N:20]([CH2:27][C:28]2[CH:29]=[CH:30][C:31]([NH:34][C:35]([C@@H:37]3[CH2:41][CH2:40][CH2:39][NH:38]3)=[O:36])=[CH:32][CH:33]=2)[CH2:19][C:18]2[CH:17]=[CH:16][C:15](/[CH:14]=[CH:13]/[C@@H:9]3[CH2:10][CH2:11][CH2:12][NH:8]3)=[CH:50][CH:49]=2)[CH:22]=[CH:23][CH:24]=[CH:25][CH:26]=1. Reported procedure: To a solution of the product of Example 149G (50 mg, 0.073 mmol) dissolved in dichloromethane (0.3 mL) was added trifluoroacetic acid (2.7 mL) and the resultant solution stirred at room temperature for 20 minutes. The solution was then concentrated under vacuum, the residue dissolved in a chloroform/isopropanol mixture and extracted with aqueous sodium bicarbonate, the organic solution was then dried, filtered, and concentrated to afford the title compound. m/z 481 (M+H)+. Reactants: C1NC[C@@H]2CCCC[C@H]12 (cis-hexahydroisoindoline), C(/C1=CC=CC=C1)=C\1/C(=O)OC(C1)=O ((Z)-benzylidenesuccinic anhydride), [OH-].[Na+] (sodium hydroxide). Run in ClCCl (dichloromethane). Run at time 2 hour. The product is C(/C1=CC=CC=C1)=C(/C(=O)O)\CC(=O)N1C[C@H]2CCCC[C@H]2C1 ((Z)-2-benzylidene-3-(cis-hexahydro-2-isoindolinylcarbonyl)propionic acid). Yield: 82.1%. Reaction SMILES: [CH:1](=[C:8]1/[C:9]([O:11][C:12](=[O:14])[CH2:13]/1)=[O:10])/[C:2]1[CH:7]=[CH:6][CH:5]=[CH:4][CH:3]=1.[CH2:15]1[C@@H:23]2[C@@H:18]([CH2:19][CH2:20][CH2:21][CH2:22]2)[CH2:17][NH:16]1.[OH-].[Na+]>ClCCl>[CH:1](=[C:8](/[CH2:13][C:12]([N:16]1[CH2:17][C@H:18]2[C@H:23]([CH2:22][CH2:21][CH2:20][CH2:19]2)[CH2:15]1)=[O:14])\[C:9]([OH:11])=[O:10])\[C:2]1[CH:7]=[CH:6][CH:5]=[CH:4][CH:3]=1 |f:2.3|. Procedure: To a suspension of (Z)-benzylidenesuccinic anhydride (139 mg) in dichloromethane (30 ml) was added cis-hexahydroisoindoline (120 mg) and the mixture was stirred at room temperature for 2 hours. To the reaction mixture was added 2N sodium hydroxide solution and the mixture was extracted with diethyl ether. The aqueous layer was acidified with 1N hydrochloric acid and extracted with dichloromethane. The organic layer was washed with brine and dried over MgSO4. After the solvent was evaporated unde... Reactants: [H-].[Na+] (sodium hydride), COC1=C(C=C(C(=O)OC)C=C1)OC1COCCC1=O (methyl 4-methoxy-3-(4-oxotetrahydropyran-3-yloxy)benzoate), C(OC)COC (dimethoxyethane). The reagents and catalysts are [Br-].C[P+](C1=CC=CC=C1)(C1=CC=CC=C1)C1=CC=CC=C1 (methyltriphenylphosphonium bromide). Run at time 3 hour. Yields the product COC1=C(C=C(C(=O)OC)C=C1)OC1COCCC1=C (Methyl 4-methoxy-3-(4-methylenetetrahydropyran-3-yloxy)benzoate). As a reaction SMILES: [H-].[Na+].[CH3:3][O:4][C:5]1[CH:14]=[CH:13][C:8]([C:9]([O:11][CH3:12])=[O:10])=[CH:7][C:6]=1[O:15][CH:16]1[C:21](=O)[CH2:20][CH2:19][O:18][CH2:17]1.[CH2:23](COC)OC>[Br-].C[P+](C1C=CC=CC=1)(C1C=CC=CC=1)C1C=CC=CC=1>[CH3:3][O:4][C:5]1[CH:14]=[CH:13][C:8]([C:9]([O:11][CH3:12])=[O:10])=[CH:7][C:6]=1[O:15][CH:16]1[C:21](=[CH2:23])[CH2:20][CH2:19][O:18][CH2:17]1 |f:0.1,4.5|. Reported procedure: 18.2 g of methyltriphenylphosphonium bromide are suspended in 200 ml of dimethoxyethane under a nitrogen atmosphere and 1.5 g of sodium hydride (80% in paraffin) are then added in portions. The mixture is stirred at RT for 3 h and a solution of 13 g of methyl 4-methoxy-3-(4-oxotetrahydropyran-3-yloxy)benzoate are then added dropwise in the course of 30 min. The mixture is stirred overnight, then poured onto water and extracted 3 times with ethyl acetate. After drying over sodium sulfate, the org... RXN SMILES: [NH2:1][CH:2]=[C:3]([C:9](=[O:20])[C:10]1[CH:15]=[C:14]([F:16])[C:13]([F:17])=[C:12]([F:18])[C:11]=1F)[C:4]([O:6][CH2:7][CH3:8])=[O:5]>O1CCOCC1>[F:18][C:12]1[CH:11]=[C:10]2[C:15](=[C:14]([F:16])[C:13]=1[F:17])[N:1]=[CH:2][C:3]([C:4]([O:6][CH2:7][CH3:8])=[O:5])=[C:9]2[OH:20]. Run in O1CCOCC1 (dioxane). Yields the product FC=1C=C2C(=C(C=NC2=C(C1F)F)C(=O)OCC)O (Ethyl 6,7,8-trifluoro-4-hydroxy-3-quinoline-carboxylate). Procedure: 5.8 g of the product from Example 10 are initially introduced into 25 ml of dioxane. 4.8 g of potassium tert.-butylate are added in portions at room temperature. Reactants: NC=C(C(=O)OCC)C(C1=C(C(=C(C(=C1)F)F)F)F)=O (Ethyl 3-amino-2-(2,3,4,5-tetrafluoro-benzoyl)-acrylate), potassium tert.-butylate. Procedure: Following the procedure for 109, 2-(1-(2-chlorophenyl)-1H-imidazol-2-yl)-5,6-dihydrobenzo[f]imidazo[1,2-d][1,4]oxazepine-10-carboxylic acid and 2-amino-2-methylpropan-1-ol gave 161. MS: (ESI+)=478.1. 1H NMR (400 MHz, DMSO) δ 8.12 (d, J=2.1 Hz, 1H), 7.63 (dd, J=6.0, 3.4 Hz, 1H), 7.53 (dd, J=6.1, 3.2 Hz, 2H), 7.50-7.44 (m, 3H), 7.36 (s, 1H), 7.28 (d, J=1.1 Hz, 1H), 7.12 (s, 1H), 6.96 (d, J=8.4 Hz, 1H), 5.00 (s, 1H), 4.41 (s, 4H), 3.55 (d, J=5.1 Hz, 2H), 1.36 (s, 6H) Reaction SMILES: [Cl:1][C:2]1[CH:7]=[CH:6][CH:5]=[CH:4][C:3]=1[N:8]1[CH:12]=[CH:11][N:10]=[C:9]1[C:13]1[N:14]=[C:15]2[C:21]3[CH:22]=[C:23]([C:26]([OH:28])=O)[CH:24]=[CH:25][C:20]=3[O:19][CH2:18][CH2:17][N:16]2[CH:29]=1.[NH2:30][C:31]([CH3:35])([CH3:34])[CH2:32][OH:33]>>[Cl:1][C:2]1[CH:7]=[CH:6][CH:5]=[CH:4][C:3]=1[N:8]1[CH:12]=[CH:11][N:10]=[C:9]1[C:13]1[N:14]=[C:15]2[C:21]3[CH:22]=[C:23]([C:26]([NH:30][C:31]([CH3:35])([CH3:34])[CH2:32][OH:33])=[O:28])[CH:24]=[CH:25][C:20]=3[O:19][CH2:18][CH2:17][N:16]2[CH:29]=1. Reactants: ClC1=C(C=CC=C1)N1C(=NC=C1)C=1N=C2N(CCOC3=C2C=C(C=C3)C(=O)O)C1 (2-(1-(2-chlorophenyl)-1H-imidazol-2-yl)-5,6-dihydrobenzo[f]imidazo[1,2-d][1,4]oxazepine-10-carboxylic acid), NC(CO)(C)C (2-amino-2-methylpropan-1-ol). The product is ClC1=C(C=CC=C1)N1C(=NC=C1)C=1N=C2N(CCOC3=C2C=C(C=C3)C(=O)NC(CO)(C)C)C1 (2-(1-(2-chlorophenyl)-1H-imidazol-2-yl)-N-(1-hydroxy-2-methylpropan-2-yl)-5,6-dihydrobenzo[f]imidazo[1,2-d][1,4]oxazepine-10-carboxamide). Starting materials: FC(ON=C(C(=O)OC)C1=C(C=CC=C1)C)F (o-tolylglyoxalic acid methyl ester O-difluoromethyl oxime), C(C1=CC=CC=C1)(=O)OOC(C1=CC=CC=C1)=O (dibenzoyl peroxide), BrN1C(CCC1=O)=O (N-bromosuccinimide). Solvent: C(Cl)(Cl)(Cl)Cl (carbon tetrachloride). Conditions: temperature 20 celsius. The product is FC(ON=C(C(=O)OC)C1=C(C=CC=C1)CBr)F (2-(bromomethyl)-phenylglyoxalic acid methyl ester O-difluoromethyl oxime). Reaction SMILES: [F:1][CH:2]([F:17])[O:3][N:4]=[C:5]([C:10]1[CH:15]=[CH:14][CH:13]=[CH:12][C:11]=1[CH3:16])[C:6]([O:8][CH3:9])=[O:7].C(OOC(=O)C1C=CC=CC=1)(=O)C1C=CC=CC=1.[Br:36]N1C(=O)CCC1=O>C(Cl)(Cl)(Cl)Cl>[F:1][CH:2]([F:17])[O:3][N:4]=[C:5]([C:10]1[CH:15]=[CH:14][CH:13]=[CH:12][C:11]=1[CH2:16][Br:36])[C:6]([O:8][CH3:9])=[O:7]. Procedure details: A solution of 5.1 g of o-tolylglyoxalic acid methyl ester O-difluoromethyl oxime, 0.16 g of dibenzoyl peroxide and 40 ml of carbon tetrachloride is heated to reflux. With radiation from a lamp, 3.55 g of N-bromosuccinimide are added thereto in several small portions, the mixture is left to react under reflux for 30 minutes and is then cooled to 20° C. and the succinimide which precipitates is removed by filtration. The filtrate is concentrated by evaporation; after chromatography on silica gel w... Reactants: B(Br)(Br)Br (boron tribromide), ClC1=C(C=CC=C1)C1=C(C=NC2=C(C=C(C=C12)C)C)NC(C=CC1=CC(=C(C=C1)OC)OC)=O (4-(2-chlorophenyl)-3-(3,4-dimethoxycinnamoylamino)-6,8-dimethylquinoline), C(O)([O-])=O.[Na+] (sodium hydrogen carbonate), ice water. Conditions: time 20 minute. Product: ClC1=C(C=CC=C1)C1=C(C=NC2=CC(=C(C=C12)C)C)NC(C=CC1=CC(=C(C=C1)O)O)=O (4-(2-chlorophenyl)-3-(3,4-dihydroxycinnamoylamino)-6,7-dimethylquinoline). RXN SMILES: B(Br)(Br)Br.[Cl:5][C:6]1[CH:11]=[CH:10][CH:9]=[CH:8][C:7]=1[C:12]1[C:21]2[C:16](=[C:17](C)[CH:18]=[C:19]([CH3:22])[CH:20]=2)[N:15]=[CH:14][C:13]=1[NH:24][C:25](=[O:38])[CH:26]=[CH:27][C:28]1[CH:33]=[CH:32][C:31]([O:34]C)=[C:30]([O:36]C)[CH:29]=1.[C:39](=O)([O-])O.[Na+]>ClCCl>[Cl:5][C:6]1[CH:11]=[CH:10][CH:9]=[CH:8][C:7]=1[C:12]1[C:21]2[C:16](=[CH:17][C:18]([CH3:39])=[C:19]([CH3:22])[CH:20]=2)[N:15]=[CH:14][C:13]=1[NH:24][C:25](=[O:38])[CH:26]=[CH:27][C:28]1[CH:33]=[CH:32][C:31]([OH:34])=[C:30]([OH:36])[CH:29]=1 |f:2.3|. Reported procedure: A solution of boron tribromide in dichloromethane (1:2, 1 ml) was added to a solution of 4-(2-chlorophenyl)-3-(3,4-dimethoxycinnamoylamino)-6,8-dimethylquinoline (473 mg) in dichloromethane (5 ml) under ice-cooling. After being stirred for 20 minutes under ice-cooling, and further for 30 minutes at room temperature, the mixture was poured into ice water. The solution was made neutral with a sodium hydrogen carbonate saturated solution and was extracted with ethyl acetate. The ethyl acetate layer... Solvent: ClCCl (dichloromethane), ClCCl (dichloromethane). Isolated yield 44.8%.